describe an organic reaction: reactants, conditions, products, and yield From a dataset of the Open Reaction Database (ORD), a public repository of structured organic reaction records. Starting materials: NC1=NC(=CC(=N1)N1CCC2(C[C@H](NC2)C(=O)O)CC1)O[C@@H](C(F)(F)F)C1=C(C=C(C=C1)C1=CC(=C(C=C1)C)C)N1N=C(C=C1)C ((S)-8-(2-amino-6-((R)-1-(3′,4′-dimethyl-3-(3-methyl-1H-pyrazol-1-yl)-[1,1′-biphenyl]-4-yl)-2,2,2-trifluoroethoxy)pyrimidin-4-yl)-2,8-diazaspiro[4.5]decane-3-carboxylic acid), NC1=NC(=CC(=N1)N1CCC2(C[C@H](N(C2)C(=O)OCC2=CC=CC=C2)C(=O)OCC)CC1)O[C@H](C(F)(F)F)C1=C(C=C(C=C1)Cl)N1N=C(C=C1)C ((S)-2-benzyl 3-ethyl 8-(2-amino-6-((S)-1-(4-chloro-2-(3-methyl-1H-pyrazol-1-yl)phenyl)-2,2,2-trifluoroethoxy)pyrimidin-4-yl)-2,8-diazaspiro[4.5]decane-2,3-dicarboxylate). The product is NC1=NC(=CC(=N1)N1CCC2(C[C@H](NC2)C(=O)O)CC1)O[C@H](C(F)(F)F)C1=C(C=C(C=C1)C1=CC(=C(C=C1)C)C)N1N=C(C=C1)C ((S)-8-(2-amino-6-((S)-1-(3′,4′-dimethyl-3-(3-methyl-1H-pyrazol-1-yl)-[1,1′-biphenyl]-4-yl)-2,2,2-trifluoroethoxy)pyrimidin-4-yl)-2,8-diazaspiro[4.5]decane-3-carboxylic acid). RXN SMILES: [NH2:1][C:2]1[N:7]=[C:6]([N:8]2[CH2:20][CH2:19][C:11]3([CH2:15][NH:14][C@H:13]([C:16]([OH:18])=[O:17])[CH2:12]3)[CH2:10][CH2:9]2)[CH:5]=[C:4]([O:21][C@H:22]([C:27]2[CH:32]=[CH:31][C:30]([C:33]3[CH:38]=[CH:37][C:36]([CH3:39])=[C:35]([CH3:40])[CH:34]=3)=[CH:29][C:28]=2[N:41]2[CH:45]=[CH:44][C:43]([CH3:46])=[N:42]2)[C:23]([F:26])([F:25])[F:24])[N:3]=1.NC1N=C(N2CCC3(CN(C(OCC4C=CC=CC=4)=O)[C@H](C(OCC)=O)C3)CC2)C=C(O[C@@H](C2C=CC(Cl)=CC=2N2C=CC(C)=N2)C(F)(F)F)N=1>>[NH2:1][C:2]1[N:7]=[C:6]([N:8]2[CH2:20][CH2:19][C:11]3([CH2:15][NH:14][C@H:13]([C:16]([OH:18])=[O:17])[CH2:12]3)[CH2:10][CH2:9]2)[CH:5]=[C:4]([O:21][C@@H:22]([C:27]2[CH:32]=[CH:31][C:30]([C:33]3[CH:38]=[CH:37][C:36]([CH3:39])=[C:35]([CH3:40])[CH:34]=3)=[CH:29][C:28]=2[N:41]2[CH:45]=[CH:44][C:43]([CH3:46])=[N:42]2)[C:23]([F:26])([F:25])[F:24])[N:3]=1. Procedure: The title compound was prepared as described above for (S)-8-(2-amino-6-((R)-1-(3′,4′-dimethyl-3-(3-methyl-1H-pyrazol-1-yl)-[1,1′-biphenyl]-4-yl)-2,2,2-trifluoroethoxy)pyrimidin-4-yl)-2,8-diazaspiro[4.5]decane-3-carboxylic acid (Example 1m) by using (S)-2-benzyl 3-ethyl 8-(2-amino-6-((S)-1-(4-chloro-2-(3-methyl-1H-pyrazol-1-yl)phenyl)-2,2,2-trifluoroethoxy)pyrimidin-4-yl)-2,8-diazaspiro[4.5]decane-2,3-dicarboxylate. The reactants are [Li]CCCC, CCCCCC, CC(C)NC(C)C, FC(F)(F)I, C1CCOC1, O=C(O)c1cccs1. Product: O=C(O)c1ccc(I)s1. As a reaction SMILES: [CH2:1]([Li:2])[CH2:3][CH2:4][CH3:5].[CH3:31][CH2:32][CH2:33][CH2:34][CH2:35][CH3:36].[CH:6]([NH:7][CH:8]([CH3:9])[CH3:10])([CH3:11])[CH3:12].[I:21][C:22]([F:23])([F:24])[F:25].[O:26]1[CH2:27][CH2:28][CH2:29][CH2:30]1.[s:13]1[c:14]([C:18](=[O:19])[OH:20])[cH:15][cH:16][cH:17]1>>[s:13]1[c:14]([C:18](=[O:19])[OH:20])[cH:15][cH:16][c:17]1[I:21].